From a dataset of the Open Reaction Database (ORD), a public repository of structured organic reaction records. describe an organic reaction: reactants, conditions, products, and yield Starting materials: C(C)(C)(C)[Si](OC(CCCCCCCC(=O)O)CCCCCCCC(=O)O)(C)C (9-(tert-butyl-dimethyl-silanyloxy)-heptadecanedioic acid), [Si](C)(C)(C(C)(C)C)OC(CCCCCCCC(=O)OC\C=C/CCCCCC)CCCCCCCC(=O)OC\C=C/CCCCCC (Di((Z)-non-2-en-1-yl) 9-((tert-butyldimethylsilyl)oxy)heptadecanedioate). Solvent: C1(=CC=CC=C1)C (toluene), C(Cl)Cl (CH2Cl2). Reaction conditions: temperature 70 celsius. Yields the product OC(CCCCCCCC(=O)OC\C=C/CCCCCC)CCCCCCCC(=O)OC\C=C/CCCCCC (Di((Z)-non-2-en-1-yl) 9-hydroxyheptadecanedioate). Isolated yield 55.8%. As a reaction SMILES: C([Si](C)(C)OC(CCCCCCCC(O)=O)CCCCCCCC(O)=O)(C)(C)C.[Si]([O:37][CH:38]([CH2:58][CH2:59][CH2:60][CH2:61][CH2:62][CH2:63][CH2:64][C:65]([O:67][CH2:68]/[CH:69]=[CH:70]\[CH2:71][CH2:72][CH2:73][CH2:74][CH2:75][CH3:76])=[O:66])[CH2:39][CH2:40][CH2:41][CH2:42][CH2:43][CH2:44][CH2:45][C:46]([O:48][CH2:49]/[CH:50]=[CH:51]\[CH2:52][CH2:53][CH2:54][CH2:55][CH2:56][CH3:57])=[O:47])(C(C)(C)C)(C)C>C1(C)C=CC=CC=1.C(Cl)Cl>[OH:37][CH:38]([CH2:39][CH2:40][CH2:41][CH2:42][CH2:43][CH2:44][CH2:45][C:46]([O:48][CH2:49]/[CH:50]=[CH:51]\[CH2:52][CH2:53][CH2:54][CH2:55][CH2:56][CH3:57])=[O:47])[CH2:58][CH2:59][CH2:60][CH2:61][CH2:62][CH2:63][CH2:64][C:65]([O:67][CH2:68]/[CH:69]=[CH:70]\[CH2:71][CH2:72][CH2:73][CH2:74][CH2:75][CH3:76])=[O:66]. Procedure: To a solution of compound 7 (2.0 g, 12.8 mmol) in toluene (40 mL) and CH2Cl2 (18 mL) and was added 8 (3.96 g, 11.8 mmol). The mixture was heated at 70° C. overnight. Column chromatography gave pure compound 9 (1.40 g, 6.59 mmol, 51%) as a colorless oil. Starting materials: BrC1=NC=C(C=C1C)Br (2,5-dibromo-3-methylpyridine), C(C)(C)(C)OC(=O)N1CCC(=CC1)B1OC(C)(C)C(C)(C)O1 (N-tert-butyloxycarbonyl-1,2,3,6-tetrahydropyridine-4-boronic acid pinacol ester), O1CCOCC1 (1,4-dioxane), aqueous solution, C([O-])([O-])=O.[Na+].[Na+] (sodium carbonate). Reagents/catalysts: C=1C=CC(=CC1)[P](C=2C=CC=CC2)(C=3C=CC=CC3)[Pd]([P](C=4C=CC=CC4)(C=5C=CC=CC5)C=6C=CC=CC6)([P](C=7C=CC=CC7)(C=8C=CC=CC8)C=9C=CC=CC9)[P](C=1C=CC=CC1)(C=1C=CC=CC1)C=1C=CC=CC1 (tetrakis(triphenylphosphine)palladium(0)), C=1C=CC(=CC1)[P](C=2C=CC=CC2)(C=3C=CC=CC3)[Pd]([P](C=4C=CC=CC4)(C=5C=CC=CC5)C=6C=CC=CC6)([P](C=7C=CC=CC7)(C=8C=CC=CC8)C=9C=CC=CC9)[P](C=1C=CC=CC1)(C=1C=CC=CC1)C=1C=CC=CC1 (tetrakis(triphenylphosphine)palladium(0)). The solvent is O (water). Conditions: temperature 90 celsius, time 6 hour. Product: C(C)(C)(C)OC(=O)N1CCC(=CC1)C1=NC=C(C=C1C)Br (4-(5-bromo-3-methylpyridin-2-yl)-1,2,3,6-tetrahydropyridine-1-carboxylic acid tert-butyl ester). Yield: 68.6%. RXN SMILES: Br[C:2]1[C:7]([CH3:8])=[CH:6][C:5]([Br:9])=[CH:4][N:3]=1.[C:10]([O:14][C:15]([N:17]1[CH2:22][CH:21]=[C:20](B2OC(C)(C)C(C)(C)O2)[CH2:19][CH2:18]1)=[O:16])([CH3:13])([CH3:12])[CH3:11].O1CCOCC1.C(=O)([O-])[O-].[Na+].[Na+]>C1C=CC([P]([Pd]([P](C2C=CC=CC=2)(C2C=CC=CC=2)C2C=CC=CC=2)([P](C2C=CC=CC=2)(C2C=CC=CC=2)C2C=CC=CC=2)[P](C2C=CC=CC=2)(C2C=CC=CC=2)C2C=CC=CC=2)(C2C=CC=CC=2)C2C=CC=CC=2)=CC=1.O>[C:10]([O:14][C:15]([N:17]1[CH2:18][CH:19]=[C:20]([C:2]2[C:7]([CH3:8])=[CH:6][C:5]([Br:9])=[CH:4][N:3]=2)[CH2:21][CH2:22]1)=[O:16])([CH3:13])([CH3:11])[CH3:12] |f:3.4.5,^1:47,49,68,87|. Procedure details: To 2,5-dibromo-3-methylpyridine (5.0 g), tetrakis(triphenylphosphine)palladium(0) (1.15 g), and N-tert-butyloxycarbonyl-1,2,3,6-tetrahydropyridine-4-boronic acid pinacol ester (6.16 g) were added 1,4-dioxane (40 ml) and 2M aqueous solution of sodium carbonate (25 ml), stirred at 90° C. for 6 hours, then tetrakis(triphenylphosphine)palladium(0) (115 mg) was added thereto, and stirred at 90° C. for 1 hour. To the reaction solution was added water, extracted with ethyl acetate, the organic layer wa... The reactants are BrC1=CC=C(CN)C=C1 (4-bromobenzylamine), C1=NC=CC2=C(C=CC=C12)C(C(=O)O)CC (2-(5-isoquinolinyl)butanoic acid), C1=NC=CC2=C(C=CC=C12)CC(=O)O (5-isoquinolinylacetic acid). The product is BrC1=CC=C(CNC(C(CC)C2=C3C=CN=CC3=CC=C2)=O)C=C1 (N-(4-bromobenzyl)-2-(5-isoquinolinyl)butanamide). Reaction SMILES: [Br:1][C:2]1[CH:9]=[CH:8][C:5]([CH2:6][NH2:7])=[CH:4][CH:3]=1.[CH:10]1[C:19]2[C:14](=[C:15]([CH:20]([CH2:24][CH3:25])[C:21](O)=[O:22])[CH:16]=[CH:17][CH:18]=2)[CH:13]=[CH:12][N:11]=1.C1C2C(=C(CC(O)=O)C=CC=2)C=CN=1>>[Br:1][C:2]1[CH:9]=[CH:8][C:5]([CH2:6][NH:7][C:21](=[O:22])[CH:20]([C:15]2[CH:16]=[CH:17][CH:18]=[C:19]3[C:14]=2[CH:13]=[CH:12][N:11]=[CH:10]3)[CH2:24][CH3:25])=[CH:4][CH:3]=1. Reported procedure: The title compound was prepared using the procedure described in Example 222B using 4-bromobenzylamine and 2-(5-isoquinolinyl)butanoic acid instead of 4-(trifluoromethoxy)benzylamine and 5-isoquinolinylacetic acid. MS (ESI+) m/z 385, 383 (M+H)+; MS (ESI−) m/z 383, 381 (M−H)−; 1H NMR (DMSO, 300 MHz) δ 0.91 (t, J 7.5, 3H), 1.81 (m, 1H), 2.19 (m, 1H), 3.39 (m, 1H), 4.22 (m, 2H), 7.13 (d, J 8.5, 2H), 7.44 (m, 3H), 7.57 (t, J 7.8, 1H), 8.00 (m, 1H), 8.21 (d, J 7.1, 1H), 8.41 (d, J 8.1, 1H), 8.72 (s, ... Starting materials: S(O)(O)(=O)=O (sulphuric acid), ClC1=C(C(=O)OC)C(=CC=C1)F (methyl 2-chloro-6-fluorobenzoate), C[Mg]I (methyl magnesium iodide), CCOCC (ether), CCOCC (ether). The product is ClC1=C(C(=CC=C1)F)C(C)(C)O (2-(2-chloro-6-fluorophenyl)-propan-2-ol). Reaction SMILES: [Cl:1][C:2]1[CH:11]=[CH:10][CH:9]=[C:8]([F:12])[C:3]=1C(OC)=O.[CH3:13][Mg]I.S(=O)(=O)(O)O.CC[O:23][CH2:24][CH3:25]>>[Cl:1][C:2]1[CH:11]=[CH:10][CH:9]=[C:8]([F:12])[C:3]=1[C:24]([OH:23])([CH3:25])[CH3:13]. Procedure details: A solution of methyl 2-chloro-6-fluorobenzoate (40.0 g) in ether was added to a solution of methyl magnesium iodide in ether (prepared from methyl iodide (120.0 g) and magnesium turnings (20.6 g) in ether). The resulting solution was stirred and heated at reflux for 5 hours, poured onto a mixture of ice and concentrated sulphuric acid and the layers separated. The organic layer was washed with water, saturated aqueous sodium bisulphite, water, dried (anhydrous magnesium sulphate) and filtered. T... The reactants are SC[C@@H](O)[C@H](O)CS (Dithiothreitol), COC(COC1=C2CCCC2=C(C=C1)SC#N)=O ((7-Thiocyanato-indan-4-yloxy)-acetic acid methyl ester), [BH4-].[Na+] (sodium borohydride). Run in CO (methanol). Reaction conditions: time 1 hour. The product is COC(COC1=C2CCCC2=C(C=C1)S)=O ((7-Mercapto-indan-4-yloxy)-acetic acid methyl ester). As a reaction SMILES: [CH3:1][O:2][C:3](=[O:18])[CH2:4][O:5][C:6]1[CH:14]=[CH:13][C:12]([S:15]C#N)=[C:11]2[C:7]=1[CH2:8][CH2:9][CH2:10]2.SC[C@H]([C@@H](CS)O)O.[BH4-].[Na+]>CO>[CH3:1][O:2][C:3](=[O:18])[CH2:4][O:5][C:6]1[CH:14]=[CH:13][C:12]([SH:15])=[C:11]2[C:7]=1[CH2:8][CH2:9][CH2:10]2 |f:2.3|. Procedure details: (7-Thiocyanato-indan-4-yloxy)-acetic acid methyl ester (Example 1C) (3.09 g, 12.9 mmol) was dissolved in 30 ml methanol. Dithiothreitol (2.6 g) was added followed by sodium borohydride (200 mg). The reaction was stirred for 1 hour followed by concentration to an oil. The crude product was dissolved in 200 ml dichloromethane and filtered through silica gel and eluted with 200 ml dichloromethane. The product was then recrystallized from ethyl acetate/heaxanes to afford the title product. MS m/z 23... The reactants are N1(CCC1)C1=C(C=C2C(C(=CN(C2=N1)CCC#N)C(=O)OCC)=O)Br (ethyl 7-azetidin-1-yl-6-bromo-1-(2-cyanoethyl)-4-oxo-1,4-dihydro-1,8-naphthyridine-3-carboxylate), C(#N)[Zn]C#N (dicyanozinc), C(C)(C)(C)P(C1=C(C=CC=C1)C1=CC=CC=C1)C(C)(C)C (2-(di-tert-butylphosphino)biphenyl). The reagents and catalysts are C=1C=CC(=CC1)/C=C/C(=O)/C=C/C2=CC=CC=C2.C=1C=CC(=CC1)/C=C/C(=O)/C=C/C2=CC=CC=C2.C=1C=CC(=CC1)/C=C/C(=O)/C=C/C2=CC=CC=C2.[Pd].[Pd] (tris(dibenzylideneacetone)dipalladium(0)). Run in C(C)#N (acetonitrile). The product is N1(CCC1)C1=C(C=C2C(C(=CN(C2=N1)CCC#N)C(=O)OCC)=O)C#N (ethyl 7-azetidin-1-yl-6-cyano-1-(2-cyanoethyl)-4-oxo-1,4-dihydro-1,8-naphthyridine-3-carboxylate). RXN SMILES: [N:1]1([C:5]2[N:14]=[C:13]3[C:8]([C:9](=[O:24])[C:10]([C:19]([O:21][CH2:22][CH3:23])=[O:20])=[CH:11][N:12]3[CH2:15][CH2:16][C:17]#[N:18])=[CH:7][C:6]=2Br)[CH2:4][CH2:3][CH2:2]1.[C:26]([Zn]C#N)#[N:27].C(P(C(C)(C)C)C1C=CC=CC=1C1C=CC=CC=1)(C)(C)C>C(#N)C.C1C=CC(/C=C/C(/C=C/C2C=CC=CC=2)=O)=CC=1.C1C=CC(/C=C/C(/C=C/C2C=CC=CC=2)=O)=CC=1.C1C=CC(/C=C/C(/C=C/C2C=CC=CC=2)=O)=CC=1.[Pd].[Pd]>[N:1]1([C:5]2[N:14]=[C:13]3[C:8]([C:9](=[O:24])[C:10]([C:19]([O:21][CH2:22][CH3:23])=[O:20])=[CH:11][N:12]3[CH2:15][CH2:16][C:17]#[N:18])=[CH:7][C:6]=2[C:26]#[N:27])[CH2:4][CH2:3][CH2:2]1 |f:4.5.6.7.8|. Procedure details: A solution of EXAMPLE 82A (0.50 g), dicyanozinc (0.29 g), 2-(di-tert-butylphosphino)biphenyl (0.15 g), and tris(dibenzylideneacetone)dipalladium(0) (0.11 g) in acetonitrile (20 mL) was refluxed for 1 hour then cooled and filtered; and the filtrate was diluted with water and filtered. Starting materials: N1=C(C=CC=C1)C=1C=NC(=CC1)C(=O)OC (methyl 2,3′-bipyridine-6′-carboxylate), Cl (HCl). Yields the product Cl.Cl.N1=C(C=CC=C1)C=1C=NC(=CC1)C(=O)O (2,3′-bipyridine-6′-carboxylic acid dihydrochloride). Reaction SMILES: [N:1]1[CH:6]=[CH:5][CH:4]=[CH:3][C:2]=1[C:7]1[CH:8]=[N:9][C:10]([C:13]([O:15]C)=[O:14])=[CH:11][CH:12]=1.[ClH:17]>>[ClH:17].[ClH:17].[N:1]1[CH:6]=[CH:5][CH:4]=[CH:3][C:2]=1[C:7]1[CH:8]=[N:9][C:10]([C:13]([OH:15])=[O:14])=[CH:11][CH:12]=1 |f:2.3.4|. Procedure details: A stirred solution of methyl 2,3′-bipyridine-6′-carboxylate (0.103 g, 0.48 mmol) in 5M aqueous HCl (2.5 mL) is heated at 80° C. for 2 h. The reaction is concentrated under reduced pressure and azeotroped with MeOH to give crude 2,3′-bipyridine-6′-carboxylic acid dihydrochloride which is used in the next step without further purification. m/z=201 [M++H]. The reactants are Cc1ccccc1, O=C(Cl)Cl, ClCCl, Cl, COC(=O)C(N)CC(C)(F)F, c1ccncc1. Product: COC(=O)C(CC(C)(F)F)N=C=O. Reaction SMILES: [CH3:26][c:27]1[cH:28][cH:29][cH:30][cH:31][cH:32]1.[Cl:19][C:20]([Cl:21])=[O:22].[Cl:23][CH2:24][Cl:25].[ClH:1].[NH2:2][CH:3]([C:4](=[O:5])[O:6][CH3:7])[CH2:8][C:9]([CH3:10])([F:11])[F:12].[cH:13]1[cH:14][cH:15][n:16][cH:17][cH:18]1>>[N:2]([CH:3]([C:4](=[O:5])[O:6][CH3:7])[CH2:8][C:9]([CH3:10])([F:11])[F:12])=[C:20]=[O:22]. The reactants are C(C1=CC=CC=C1)N1CC(OCC1)C1=CC=C(C=C1)N (4-(4-benzyl-morpholin-2-yl)-phenylamine), CCN(C(C)C)C(C)C (DIPEA), ClC1=C(CBr)C(=CC=C1)Cl (2,6-dichlorobenzyl bromide). Solvent: CO (MeOH). Conditions: time 8 hour. Product: C(C1=CC=CC=C1)N1CC(OCC1)C1=CC=C(C=C1)NCC1=C(C=CC=C1Cl)Cl ([4-(4-benzyl-morpholin-2-yl)-phenyl]-(2,6-dichloro-benzyl)-amine). Yield: 95.6%. As a reaction SMILES: [CH2:1]([N:8]1[CH2:13][CH2:12][O:11][CH:10]([C:14]2[CH:19]=[CH:18][C:17]([NH2:20])=[CH:16][CH:15]=2)[CH2:9]1)[C:2]1[CH:7]=[CH:6][CH:5]=[CH:4][CH:3]=1.CCN(C(C)C)C(C)C.[Cl:30][C:31]1[CH:38]=[CH:37][CH:36]=[C:35]([Cl:39])[C:32]=1[CH2:33]Br>CO>[CH2:1]([N:8]1[CH2:13][CH2:12][O:11][CH:10]([C:14]2[CH:15]=[CH:16][C:17]([NH:20][CH2:33][C:32]3[C:31]([Cl:30])=[CH:38][CH:37]=[CH:36][C:35]=3[Cl:39])=[CH:18][CH:19]=2)[CH2:9]1)[C:2]1[CH:3]=[CH:4][CH:5]=[CH:6][CH:7]=1. Procedure details: A mixture of 4-(4-benzyl-morpholin-2-yl)-phenylamine (0.82 g; 3.06 mmol), DIPEA (1.57 mL; 9.17 mmol) and 2,6-dichlorobenzyl bromide (0.88 g; 3.67 mmol) in MeOH (25 mL). was stirred at RT, overnight. The resulting mixture was partitioned between 5% aqueous NaHCO3 and EtOAc. The organic layer was dried (Na2SO4), filtered and concentrated in vacuo to afford [4-(4-benzyl-morpholin-2-yl)-phenyl]-(2,6-dichloro-benzyl)-amine (1.25 g).